From a dataset of the Open Reaction Database (ORD), a public repository of structured organic reaction records. describe an organic reaction: reactants, conditions, products, and yield Starting materials: [OH-].[Na+] (sodium hydroxide), C(C)OC(COC1=C(C=C(C=C1)SC1=CC(=CC(=C1)C#CC1=CC=C(C=C1)S(=O)(=O)C)OCC(C)C)C)=O ({4-[3-Isobutoxy-5-(4-methanesulfonyl-phenylethynyl)-phenylsulfanyl]-2-methylphenoxy}-acetic acid ethyl ester), Cl (hydrochloric acid). The solvent is C(C)O (ethanol). Reaction conditions: time 16 hour. Yields the product C(C(C)C)OC=1C=C(C=C(C1)C#CC1=CC=C(C=C1)S(=O)(=O)C)SC1=CC(=C(OCC(=O)O)C=C1)C ({4-[3-Isobutoxy-5-(4-methanesulfonyl-phenylethynyl)-phenylsulfanyl]-2-methyl-phenoxy}-acetic Acid). Reaction SMILES: C([O:3][C:4](=[O:38])[CH2:5][O:6][C:7]1[CH:12]=[CH:11][C:10]([S:13][C:14]2[CH:19]=[C:18]([C:20]#[C:21][C:22]3[CH:27]=[CH:26][C:25]([S:28]([CH3:31])(=[O:30])=[O:29])=[CH:24][CH:23]=3)[CH:17]=[C:16]([O:32][CH2:33][CH:34]([CH3:36])[CH3:35])[CH:15]=2)=[CH:9][C:8]=1[CH3:37])C.[OH-].[Na+].Cl>C(O)C>[CH2:33]([O:32][C:16]1[CH:15]=[C:14]([S:13][C:10]2[CH:11]=[CH:12][C:7]([O:6][CH2:5][C:4]([OH:38])=[O:3])=[C:8]([CH3:37])[CH:9]=2)[CH:19]=[C:18]([C:20]#[C:21][C:22]2[CH:23]=[CH:24][C:25]([S:28]([CH3:31])(=[O:30])=[O:29])=[CH:26][CH:27]=2)[CH:17]=1)[CH:34]([CH3:36])[CH3:35] |f:1.2|. Procedure details: {4-[3-Isobutoxy-5-(4-methanesulfonyl-phenylethynyl)-phenylsulfanyl]-2-methylphenoxy}-acetic acid ethyl ester (190 mg; 0.34 mmol) was dissolved in ethanol (10 mL), and aqueous 1 N sodium hydroxide (3 mL) was added. The reaction mixture was stirred for 16 h. acidified with 1 N aqueous hydrochloric acid and extracted with ethyl acetate. The organic phase was dried and evaporated to dryness and purified by prep HPLC (method B). Yield: 110 mg (61%). HPLC-MS: m/z: 525.1 (M+H)+; Rt: 2.55 min. Reactants: ClC1=NC(=C(C=C1Cl)Cl)Cl (2,3,5,6-Tetrachloropyridine), CN1CCCC1 (N-methylpyrrolidine), C(Cl)(Cl)Cl (chloroform), [OH-].[Na+] (sodium hydroxide). Product: ClC=1C(=NC(=C(C1)Cl)Cl)C(Cl)Cl (3,5,6-trichloro-2-(dichloromethyl)pyridine). As a reaction SMILES: Cl[C:2]1[C:7]([Cl:8])=[CH:6][C:5]([Cl:9])=[C:4]([Cl:10])[N:3]=1.CN1CCCC1.[CH:17](Cl)([Cl:19])[Cl:18].[OH-].[Na+]>>[Cl:8][C:7]1[C:2]([CH:17]([Cl:19])[Cl:18])=[N:3][C:4]([Cl:10])=[C:5]([Cl:9])[CH:6]=1 |f:3.4|. Reported procedure: 2,3,5,6-Tetrachloropyridine (1.1 g, 0.005 mole) was combined with 5 ml of N-methylpyrrolidine and 5 ml (about 0.062 mole) of chloroform in a reaction vessel and to the resulting solution 6 g of 50 percent aqueous sodium hydroxide (0.075 mole) was added with stirring. After 30 minutes the title compound was shown to be present in the reaction mixture by gas chromatography at approximately 15 percent conversion. Starting materials: C1COCCO1, ClCCl, Cl, CC(C)(C)OC(=O)N1CCC(c2nc(C3=NOC(c4ccccc4O)C3)cs2)CC1. Yields the product [Cl-], Oc1ccccc1C1CC(c2csc(C3CC[NH2+]CC3)n2)=NO1. RXN SMILES: [CH2:35]1[O:36][CH2:37][CH2:38][O:39][CH2:40]1.[Cl:32][CH2:33][Cl:34].[ClH:31].[OH:1][c:2]1[c:3]([CH:8]2[CH2:9][C:10]([c:13]3[n:14][c:15]([CH:18]4[CH2:19][CH2:20][N:21]([C:24]([O:25][C:26]([CH3:27])([CH3:28])[CH3:29])=[O:30])[CH2:22][CH2:23]4)[s:16][cH:17]3)=[N:11][O:12]2)[cH:4][cH:5][cH:6][cH:7]1>>[Cl-:31].[OH:1][c:2]1[c:3]([CH:8]2[CH2:9][C:10]([c:13]3[n:14][c:15]([CH:18]4[CH2:19][CH2:20][NH2+:21][CH2:22][CH2:23]4)[s:16][cH:17]3)=[N:11][O:12]2)[cH:4][cH:5][cH:6][cH:7]1. The reactants are O=C([O-])[O-], CB(O)O, CN(C)C=O, [Cs+], [Cs+], N#Cc1cc(I)c(O)c([N+](=O)[O-])c1. Product: Cc1cc(C#N)cc([N+](=O)[O-])c1O. As a reaction SMILES: [C:18](=[O:19])([O-:20])[O-:21].[CH3:14][B:15]([OH:16])[OH:17].[CH3:24][N:25]([CH3:26])[CH:27]=[O:28].[Cs+:22].[Cs+:23].[OH:1][c:2]1[c:3]([I:13])[cH:4][c:5]([C:6]#[N:7])[cH:8][c:9]1[N+:10](=[O:11])[O-:12]>>[OH:1][c:2]1[c:3]([CH3:14])[cH:4][c:5]([C:6]#[N:7])[cH:8][c:9]1[N+:10](=[O:11])[O-:12].